This data is from the Open Reaction Database (ORD), a public repository of structured organic reaction records. The task is: describe an organic reaction: reactants, conditions, products, and yield The reactants are CC(=O)Nc1cccc(-c2nc(-c3ccc(S(=O)(=O)Nc4cccc(NC(=O)C5(C)CC5)c4)cc3)no2)n1, CCO, Cl, [Na+], [OH-]. Yields the product CC1(C(=O)Nc2cccc(NS(=O)(=O)c3ccc(-c4noc(-c5cccc(N)n5)n4)cc3)c2)CC1. Reaction SMILES: [C:1](=[O:2])([CH3:3])[NH:4][c:5]1[cH:6][cH:7][cH:8][c:9](-[c:11]2[n:12][c:13](-[c:16]3[cH:17][cH:18][c:19]([S:22](=[O:23])(=[O:24])[NH:25][c:26]4[cH:27][c:28]([NH:32][C:33](=[O:34])[C:35]5([CH3:38])[CH2:36][CH2:37]5)[cH:29][cH:30][cH:31]4)[cH:20][cH:21]3)[n:14][o:15]2)[n:10]1.[CH3:42][CH2:43][OH:44].[ClH:41].[Na+:40].[OH-:39]>>[NH2:4][c:5]1[cH:6][cH:7][cH:8][c:9](-[c:11]2[n:12][c:13](-[c:16]3[cH:17][cH:18][c:19]([S:22](=[O:23])(=[O:24])[NH:25][c:26]4[cH:27][c:28]([NH:32][C:33](=[O:34])[C:35]5([CH3:38])[CH2:36][CH2:37]5)[cH:29][cH:30][cH:31]4)[cH:20][cH:21]3)[n:14][o:15]2)[n:10]1.